From a dataset of the Open Reaction Database (ORD), a public repository of structured organic reaction records. describe an organic reaction: reactants, conditions, products, and yield Reactants: COC=1C=C(CC2N(CCCC3=C2C=C(C(=C3)OC)OC)C(C(=O)O)C3=CC=CC=C3)C=CC1OC ([1-(3,4-dimethoxy-benzyl)-7,8-dimethoxy-1,3,4,5-tetrahydro-benzo[c]azepin-2-yl]-phenyl-acetic acid), Br.NC1C(=O)OCC1 (2-amino-4-butyrolactone hydrobromide). The product is COC=1C=C(CC2N(CCCC3=C2C=C(C(=C3)OC)OC)C(C(=O)NC3C(OCC3)=O)C3=CC=CC=C3)C=CC1OC (2-[1-(3,4-Dimethoxy-benzyl)-7.8-dimethoxy-1,3,4,5-tetrahydro-benzo[c]azepin-2-yl]-N-(2-oxo-tetrahydro-furan-3-yl)-2-phenyl-acetamide). As a reaction SMILES: [CH3:1][O:2][C:3]1[CH:4]=[C:5]([CH:32]=[CH:33][C:34]=1[O:35][CH3:36])[CH2:6][CH:7]1[C:13]2[CH:14]=[C:15]([O:20][CH3:21])[C:16]([O:18][CH3:19])=[CH:17][C:12]=2[CH2:11][CH2:10][CH2:9][N:8]1[CH:22]([C:26]1[CH:31]=[CH:30][CH:29]=[CH:28][CH:27]=1)[C:23](O)=[O:24].Br.[NH2:38][CH:39]1[CH2:44][CH2:43][O:42][C:40]1=[O:41]>>[CH3:1][O:2][C:3]1[CH:4]=[C:5]([CH:32]=[CH:33][C:34]=1[O:35][CH3:36])[CH2:6][CH:7]1[C:13]2[CH:14]=[C:15]([O:20][CH3:21])[C:16]([O:18][CH3:19])=[CH:17][C:12]=2[CH2:11][CH2:10][CH2:9][N:8]1[CH:22]([C:26]1[CH:31]=[CH:30][CH:29]=[CH:28][CH:27]=1)[C:23]([NH:38][CH:39]1[CH2:44][CH2:43][O:42][C:40]1=[O:41])=[O:24] |f:1.2|. Reported procedure: prepared by reaction of [1-(3,4-dimethoxy-benzyl)-7,8-dimethoxy-1,3,4,5-tetrahydro-benzo[c]azepin-2-yl]-phenyl-acetic acid with 2-amino-4-butyrolactone hydrobromide. Starting materials: CN(C)C=O, Cl, COC(=O)C(=CCC(F)(F)C(F)(F)F)S(=O)(=O)CCC(F)(F)C(F)(F)F, [H-], CI, [Na+]. Product: COC(=O)C(C)(CCC(F)(F)C(F)(F)F)S(=O)(=O)CCC(F)(F)C(F)(F)F. RXN SMILES: [CH3:32][N:33]([CH3:34])[CH:35]=[O:36].[ClH:31].[F:3][C:4]([CH2:5][CH:6]=[C:7]([C:8](=[O:9])[O:10][CH3:11])[S:12](=[O:13])(=[O:14])[CH2:15][CH2:16][C:17]([C:18]([F:19])([F:20])[F:21])([F:22])[F:23])([C:24]([F:25])([F:26])[F:27])[F:28].[H-:29].[I:1][CH3:2].[Na+:30]>>[CH3:2][C:7]([CH2:6][CH2:5][C:4]([F:3])([C:24]([F:25])([F:26])[F:27])[F:28])([C:8](=[O:9])[O:10][CH3:11])[S:12](=[O:13])(=[O:14])[CH2:15][CH2:16][C:17]([C:18]([F:19])([F:20])[F:21])([F:22])[F:23]. The reactants are C(C)(C)(C)OC(=O)N1CC(CC1)(O)C1=CC(=C(C=C1)F)Cl (Tert-butyl-3-(3-chloro-4-fluorophenyl)-3-hydroxypyrrolidin-1-carboxylate), [H-].[Na+] (sodium hydride), IC (iodomethane). Run in O1CCCC1 (tetrahydrofuran). Yields the product ClC=1C=C(C=CC1F)C1(CN(CC1)C(=O)OC(C)(C)C)OC (Tert-butyl 3-(3-chloro-4-fluorophenyl)-3-methoxypyrrolidin-1-carboxylate). Isolated yield 55.8%. Reaction SMILES: [C:1]([O:5][C:6]([N:8]1[CH2:12][CH2:11][C:10]([C:14]2[CH:19]=[CH:18][C:17]([F:20])=[C:16]([Cl:21])[CH:15]=2)([OH:13])[CH2:9]1)=[O:7])([CH3:4])([CH3:3])[CH3:2].[H-].[Na+].I[CH3:25]>O1CCCC1>[Cl:21][C:16]1[CH:15]=[C:14]([C:10]2([O:13][CH3:25])[CH2:11][CH2:12][N:8]([C:6]([O:5][C:1]([CH3:4])([CH3:2])[CH3:3])=[O:7])[CH2:9]2)[CH:19]=[CH:18][C:17]=1[F:20] |f:1.2|. Reported procedure: Preparation according to Preparation 2. Tert-butyl-3-(3-chloro-4-fluorophenyl)-3-hydroxypyrrolidin-1-carboxylate (3.1 g, 9.84 mmol) in dry tetrahydrofuran (50 mL), sodium hydride (60% dispersion in mineral oil, 0.59 g, 14.76 mmol), iodomethane (1.22 mL, 19.68 mmol). Purification by flash column chromatography on silica gel (ethyl acetate/isooctane, 1:9 to 1:1) gave the title compound (1.81 g, 56%). MS m/z (rel. intensity, 70 eV) 273 (19), 228 (13), 187 (17), 133 (12), 57 (bp). Starting materials: COC1=CC23CCN(C)C(Cc4ccc(OC)c(O)c42)C3CC1C, CC(C)=O, Cl, [NH4+], [OH-]. The product is COc1ccc2c(c1O)C13CCN(C)C(C2)C1CC(C)C(=O)C3. Reaction SMILES: [CH3:1][O:2][c:3]1[cH:4][cH:5][c:6]2[c:15]([c:16]1[OH:17])[C:14]13[CH:9]([CH:8]([CH2:7]2)[N:20]([CH3:21])[CH2:19][CH2:18]1)[CH2:10][CH:11]([CH3:24])[C:12]([O:22][CH3:23])=[CH:13]3.[CH3:28][C:29](=[O:30])[CH3:31].[ClH:27].[NH4+:26].[OH-:25]>>[CH3:1][O:2][c:3]1[cH:4][cH:5][c:6]2[c:15]([c:16]1[OH:17])[C:14]13[CH:9]([CH:8]([CH2:7]2)[N:20]([CH3:21])[CH2:19][CH2:18]1)[CH2:10][CH:11]([CH3:24])[C:12](=[O:22])[CH2:13]3. Starting materials: CC(=O)Sc1ccc(C=O)cc1, CC1=CN=C(C=C1)N, [C-]#[N+]C1CCCCC1. Reagents/catalysts: O=C(O)C(F)(F)F (trifluoroacetic acid). The solvent is CC(C)O (isopropyl alcohol), CC(C)O (isopropylalcohol). Conditions: temperature 22 celsius, time 20 hour. Product: CC(=O)Sc1ccc(cc1)c1c(NC2CCCCC2)n2cc(C)ccc2n1. The yield is 8.1%. As a reaction SMILES: CC1=CC=C(N)N=C1.[C-]#[N+]C1CCCCC1.CC(=O)SC1=CC=C(C=O)C=C1>>CC(=O)SC1=CC=C(C=C1)C1=C(NC2CCCCC2)N2C=C(C)C=CC2=N1. Starting materials: C(CCC)N1C(N(C=2N=C(NC2C1=O)C)CCCC)=O (1,3-dibutyl-8-methyl-3,7-dihydro-purine-2,6-dione), 1479m, 2865m, 595m, 938m, 1593m, 760m, 1528s, 1674s, C1(=CC=C(C=C1)S(=O)(=O)Cl)C (p-toluenesulfonyl chloride), 2960m, 1121s, 1181m, [K+].[Br-] (KBr), 1709s. Product: C(CCC)N1C(N(C=2N=C(N(C2C1=O)S(=O)(=O)C1=CC=C(C=C1)C)C)CCCC)=O (1,3-Dibutyl-8-methyl-7-(toluene-4-sulfonyl)-3,7-dihydro-purine-2,6-dione). The yield is 75.0%. As a reaction SMILES: [CH2:1]([N:5]1[C:13](=[O:14])[C:12]2[NH:11][C:10]([CH3:15])=[N:9][C:8]=2[N:7]([CH2:16][CH2:17][CH2:18][CH3:19])[C:6]1=[O:20])[CH2:2][CH2:3][CH3:4].[C:21]1([CH3:31])[CH:26]=[CH:25][C:24]([S:27](Cl)(=[O:29])=[O:28])=[CH:23][CH:22]=1.[K+].[Br-]>>[CH2:1]([N:5]1[C:13](=[O:14])[C:12]2[N:11]([S:27]([C:24]3[CH:25]=[CH:26][C:21]([CH3:31])=[CH:22][CH:23]=3)(=[O:29])=[O:28])[C:10]([CH3:15])=[N:9][C:8]=2[N:7]([CH2:16][CH2:17][CH2:18][CH3:19])[C:6]1=[O:20])[CH2:2][CH2:3][CH3:4] |f:2.3|. Reported procedure: The title compound was prepared according to the procedure of example 3 except that 1,3-dibutyl-8-methyl-3,7-dihydro-purine-2,6-dione was used in place of 1,3-dibutyl-3,7-dihydro-purine-2,6-dione and p-toluenesulfonyl chloride was used in place of methanesulfonyl chloride. Yield: 75%; mp: 111-113° C.; 1H NMR (300 MHz, CDCl3): δ 0.89-0.96 (m, 6H), 1.29-1.37 (m, 4H), 1.58-1.65 (m, 2H), 1.67-1.72 (m, 2H), 2.48 (s, 3H), 2.86 (s, 3H), 3.93 (t, J=7.6 Hz, 2H), 4.11 (t, J=7.1 Hz, 2H), 7.36 (d, J=8.1 Hz,...